This data is from the Open Reaction Database (ORD), a public repository of structured organic reaction records. The task is: describe an organic reaction: reactants, conditions, products, and yield The reactants are ClCCCCBr, C=CCn1c(-c2cccnc2)n[nH]c1=O, CN(C)C=O, [H-], [Na+]. The product is C=CCn1c(-c2cccnc2)nn(CCCCCl)c1=O. As a reaction SMILES: [Br:18][CH2:19][CH2:20][CH2:21][CH2:22][Cl:23].[CH2:1]([CH:2]=[CH2:3])[n:4]1[c:5](=[O:15])[nH:6][n:7][c:8]1-[c:9]1[cH:10][n:11][cH:12][cH:13][cH:14]1.[CH3:24][N:25]([CH3:26])[CH:27]=[O:28].[H-:16].[Na+:17]>>[CH2:1]([CH:2]=[CH2:3])[n:4]1[c:5](=[O:15])[n:6]([CH2:19][CH2:20][CH2:21][CH2:22][Cl:23])[n:7][c:8]1-[c:9]1[cH:10][n:11][cH:12][cH:13][cH:14]1. The reactants are C(=O)(N1C=NC=C1)N1C=NC=C1 (1,1′-carbonyldiimidazole), C1(=NC=CC2=CC=CC=C12)C(=O)O (isoquinoline-1-carboxylic acid), Cl.CNOC (N,O-dimethylhydroxylamine hydrochloride). Run in ClCCl (dichloromethane), ClCCl (dichloromethane). Run at time 8 hour. The product is CN(C(=O)C1=NC=CC2=CC=CC=C12)OC (N-methyl N-methoxy isoquinoline-1-carboxamide). Yield: 99.7%. Reaction SMILES: C(N1C=CN=C1)(N1C=CN=C1)=O.[C:13]1([C:23]([OH:25])=O)[C:22]2[C:17](=[CH:18][CH:19]=[CH:20][CH:21]=2)[CH:16]=[CH:15][N:14]=1.Cl.[CH3:27][NH:28][O:29][CH3:30]>ClCCl>[CH3:27][N:28]([O:29][CH3:30])[C:23]([C:13]1[C:22]2[C:17](=[CH:18][CH:19]=[CH:20][CH:21]=2)[CH:16]=[CH:15][N:14]=1)=[O:25] |f:2.3|. Reported procedure: Portions of 1,1′-carbonyldiimidazole (2.06 g, 12.7 mmol) are added to a stirred mixture of isoquinoline-1-carboxylic acid (2.00 g, 11.6 mmol) in dichloromethane (25 ml). N,O-dimethylhydroxylamine hydrochloride (1.24 g, 12.7 mmol) is added and the mixture is stirred at ambient temperature overnight. The reaction mixture is diluted with dichloromethane and then washed with saturated aqueous sodium bicarbonate followed by saturated aqueous sodium chloride. The organic solution is dried with sodium ...